This data is from the Open Reaction Database (ORD), a public repository of structured organic reaction records. The task is: describe an organic reaction: reactants, conditions, products, and yield Reactants: CO, COc1cc2c(cc1C=CCCO)[nH]c1cc(-c3ccccc3Cl)c3c(c12)C(=O)NC3=O, [H][H], C1CCOC1. The product is COc1cc2c(cc1CCCCO)[nH]c1cc(-c3ccccc3Cl)c3c(c12)C(=O)NC3=O. Reaction SMILES: [CH3:35][OH:36].[Cl:1][c:2]1[c:3](-[c:8]2[cH:9][c:10]3[nH:11][c:12]4[cH:13][c:14]([CH:28]=[CH:29][CH2:30][CH2:31][OH:32])[c:15]([O:26][CH3:27])[cH:16][c:17]4[c:18]3[c:19]3[c:20]2[C:21](=[O:25])[NH:22][C:23]3=[O:24])[cH:4][cH:5][cH:6][cH:7]1.[H:33][H:34].[O:37]1[CH2:38][CH2:39][CH2:40][CH2:41]1>>[Cl:1][c:2]1[c:3](-[c:8]2[cH:9][c:10]3[nH:11][c:12]4[cH:13][c:14]([CH2:28][CH2:29][CH2:30][CH2:31][OH:32])[c:15]([O:26][CH3:27])[cH:16][c:17]4[c:18]3[c:19]3[c:20]2[C:21](=[O:25])[NH:22][C:23]3=[O:24])[cH:4][cH:5][cH:6][cH:7]1.